From a dataset of the Open Reaction Database (ORD), a public repository of structured organic reaction records. describe an organic reaction: reactants, conditions, products, and yield Isolated yield 33.4%. Procedure details: The methyl 4-(4-methoxybenzothiazol-2-yl)benzoate (11.3 g) obtained in Example 3 (3) was dissolved in 200 ml of dichloromethane, and a solution of 9.5 g of boron tribromide in 80 ml of dichloromethane was added dropwise to the solution. The mixture was stirred at room temperature for 2.5 hours, then poured into 300 ml of ice water, extracted with chloroform three times, and dried over anhydrous magnesium sulfate. The solvent was evaporated under reduced pressure. The residue was subjected to sil... Solvent: ClCCl (dichloromethane), ClCCl (dichloromethane). Reaction conditions: time 2.5 hour. Product: OC1=CC=CC2=C1N=C(S2)C2=CC=C(C(=O)OC)C=C2 (methyl 4-(4-hydroxybenzothiazol-2-yl)benzoate). RXN SMILES: C[O:2][C:3]1[C:8]2[N:9]=[C:10]([C:12]3[CH:21]=[CH:20][C:15]([C:16]([O:18][CH3:19])=[O:17])=[CH:14][CH:13]=3)[S:11][C:7]=2[CH:6]=[CH:5][CH:4]=1.B(Br)(Br)Br>ClCCl>[OH:2][C:3]1[C:8]2[N:9]=[C:10]([C:12]3[CH:21]=[CH:20][C:15]([C:16]([O:18][CH3:19])=[O:17])=[CH:14][CH:13]=3)[S:11][C:7]=2[CH:6]=[CH:5][CH:4]=1. Starting materials: B(Br)(Br)Br (boron tribromide), COC1=CC=CC2=C1N=C(S2)C2=CC=C(C(=O)OC)C=C2 (methyl 4-(4-methoxybenzothiazol-2-yl)benzoate), ice water. Reactants: NC1=CC=CC=C1 (aniline), ClCCCC(=O)Cl (4-chlorobutyryl chloride). Solvent: O1CCCC1 (tetrahydrofuran), O1CCCC1 (tetrahydrofuran). Product: ClCCCC(=O)NC1=CC=CC=C1 (4-Chloro-N-phenylbutanamide). Yield: 97.5%. As a reaction SMILES: [NH2:1][C:2]1[CH:7]=[CH:6][CH:5]=[CH:4][CH:3]=1.[Cl:8][CH2:9][CH2:10][CH2:11][C:12](Cl)=[O:13]>O1CCCC1>[Cl:8][CH2:9][CH2:10][CH2:11][C:12]([NH:1][C:2]1[CH:7]=[CH:6][CH:5]=[CH:4][CH:3]=1)=[O:13]. Procedure: A solution of 27.9 g (0.30 mole) of aniline in 100 ml of tetrahydrofuran was added dropwise to a solution of 21.2 g (0.15 mole) of 4-chlorobutyryl chloride in 100 ml of tetrahydrofuran. The reaction mixture was stirred mechanically and the temperature maintained between 5° C. and 15° C. throughout the addition. After the final addition, the solution was filtered to remove solid precipitates and the filtrate was concentrated under reduced pressure to yield 28.9 g (100%) of yellow solid. An analyt... Reactants: N1=CN=C2N=CNC2=C1N (adenine), BrCCC#N (3-bromopropionitrile), [H-].[Na+] (NaH). Run in CN(C)C=O (DMF). The product is C(#N)CCN1C2=NC=NC(=C2N=C1)N (N9-(cyanoethyl)adenine). Isolated yield 75.0%. RXN SMILES: [N:1]1[C:9]([NH2:10])=[C:8]2[C:4]([N:5]=[CH:6][NH:7]2)=[N:3][CH:2]=1.Br[CH2:12][CH2:13][C:14]#[N:15].[H-].[Na+]>CN(C=O)C>[C:14]([CH2:13][CH2:12][N:5]1[CH:6]=[N:7][C:8]2[C:4]1=[N:3][CH:2]=[N:1][C:9]=2[NH2:10])#[N:15] |f:2.3|. Procedure details: As shown in Scheme 4, alkylation of adenine 10 with 3-bromopropionitrile in the presence of NaH in DMF gave N9-(cyanoethyl)adenine 15 in 75% yield. Reaction of 15 with methyl iodoacetate and lithium 2,2,6,6-tetramethylpiperidine (Li TMP) in THF afforded a mixture of N7-alkylated product 16 (60% yield) and N9-isomer 17 (20% yield). Reduction of the ester group in 16 with NaBH4 in wet THF13 gave N7-(hydroxyethyl)adenine 18 in 55% yield. Conversion of 18 to phosphonate 19 (60% yield) was accomplish... The reactants are C1(CCCC1)N1C(=NC2=C1C=CC(=C2)C(=O)OCC)C2=CC=C(C=C2)[N+](=O)[O-] (ethyl 1-cyclopentyl-2-(4-nitrophenyl)benzimidazole-5-carboxylate). The reagents and catalysts are [C].[Pd] (palladium carbon). The solvent is O1CCCC1 (tetrahydrofuran), C(C)O (ethyl alcohol). Run at time 1 hour. Yields the product NC1=CC=C(C=C1)C1=NC2=C(N1C1CCCC1)C=CC(=C2)C(=O)OCC (ethyl 2-(4-aminophenyl)-1-cyclopentylbenzimidazole-5-carboxylate). Yield: 99.5%. RXN SMILES: [CH:1]1([N:6]2[C:10]3[CH:11]=[CH:12][C:13]([C:15]([O:17][CH2:18][CH3:19])=[O:16])=[CH:14][C:9]=3[N:8]=[C:7]2[C:20]2[CH:25]=[CH:24][C:23]([N+:26]([O-])=O)=[CH:22][CH:21]=2)[CH2:5][CH2:4][CH2:3][CH2:2]1>O1CCCC1.C(O)C.[C].[Pd]>[NH2:26][C:23]1[CH:24]=[CH:25][C:20]([C:7]2[N:6]([CH:1]3[CH2:5][CH2:4][CH2:3][CH2:2]3)[C:10]3[CH:11]=[CH:12][C:13]([C:15]([O:17][CH2:18][CH3:19])=[O:16])=[CH:14][C:9]=3[N:8]=2)=[CH:21][CH:22]=1 |f:3.4|. Reported procedure: Ethyl 1-cyclopentyl-2-(4-nitrophenyl)benzimidazole-5-carboxylate (12 g) obtained in Example 21 was dissolved in tetrahydrofuran (200 ml) and ethyl alcohol (50 ml), 7.5% palladium carbon (50% wet, 1 g) was added. The mixture was hydrogenated for 1 hr at atmospheric pressure. The catalyst was filtered off and the filtrate was concentrated under reduced pressure. Tetrahydrofuran was added to the residue to allow crystallization and the crystals were collected by filtration to give the title compoun... Reactants: COC(C(CC1C(CCC1)OC1OCCCC1)C1=CC(=C(C=C1)Cl)Cl)=O (2-(3,4-Dichloro-phenyl)-3-[2-(tetrahydro-pyran-2-yloxy)-cyclopentyl]-propionic acid methyl ester), CNC(=O)N (methylurea), C[O-].[Mg+2].C[O-] (magnesium methoxide), CO (methanol). Run at temperature 110 celsius. Product: ClC=1C=C(C=CC1Cl)C(C(=O)NC(=O)NC)CC1C(CCC1)OC1OCCCC1 (1-{2-(3,4-dichloro-phenyl)-3-[2-(tetrahydro-pyran-2-yloxy)-cyclopentyl]-propionyl}-3-methyl-urea). Yield: 11.8%. As a reaction SMILES: CO[C:3](=[O:26])[CH:4]([C:18]1[CH:23]=[CH:22][C:21]([Cl:24])=[C:20]([Cl:25])[CH:19]=1)[CH2:5][CH:6]1[CH2:10][CH2:9][CH2:8][CH:7]1[O:11][CH:12]1[CH2:17][CH2:16][CH2:15][CH2:14][O:13]1.[CH3:27][NH:28][C:29]([NH2:31])=[O:30].C[O-].[Mg+2].C[O-].CO>>[Cl:25][C:20]1[CH:19]=[C:18]([CH:4]([CH2:5][CH:6]2[CH2:10][CH2:9][CH2:8][CH:7]2[O:11][CH:12]2[CH2:17][CH2:16][CH2:15][CH2:14][O:13]2)[C:3]([NH:31][C:29]([NH:28][CH3:27])=[O:30])=[O:26])[CH:23]=[CH:22][C:21]=1[Cl:24] |f:2.3.4|. Procedure: 2-(3,4-Dichloro-phenyl)-3-[2-(tetrahydro-pyran-2-yloxy)-cyclopentyl]-propionic acid methyl ester (400 mg, 0.99 mmol) and methylurea (110.7 mg, 1.49 mmol) in a solution of magnesium methoxide in methanol (7.4 wt. % , 2.85 mL, 1.99 mmol) was heated under reflux at 110° C. for 6 h. The reaction mixture was then concentrated in vacuo and filtered through a plug of celite (ethyl acetate as eluent). Flash chromatography (Merck Silica gel 60, 230-400 mesh, 100% ethyl acetate) afforded 1-{2-(3,4-dichlor... The reactants are BrC=1C(=NC=C(C(=O)NC2=CC=C(C=C2)OC(F)(F)F)C1)N1C[C@H](CC1)O ((S)-5-bromo-6-(3-hydroxypyrrolidin-1-yl)-N-(4-(trifluoromethoxy)phenyl)nicotinamide), O1C(CCCC1)N1N=CC=C1B1OC(C(O1)(C)C)(C)C (1-(tetrahydro-2H-pyran-2-yl)-5-(4,4,5,5-tetramethyl-1,3,2-dioxaborolan-2-yl)-1H-pyrazole). Run in CCO.CC#N (EtOH MeCN). Product: O[C@@H]1CN(CC1)C1=NC=C(C(=O)NC2=CC=C(C=C2)OC(F)(F)F)C=C1C1=CC=NN1 ((S)-6-(3-Hydroxypyrrolidin-1-yl)-5-(1H-pyrazol-5-yl)-N-(4-(trifluoromethoxy)phenyl)nicotinamide). As a reaction SMILES: Br[C:2]1[C:3]([N:22]2[CH2:26][CH2:25][C@H:24]([OH:27])[CH2:23]2)=[N:4][CH:5]=[C:6]([CH:21]=1)[C:7]([NH:9][C:10]1[CH:15]=[CH:14][C:13]([O:16][C:17]([F:20])([F:19])[F:18])=[CH:12][CH:11]=1)=[O:8].O1CCCCC1[N:34]1[C:38](B2OC(C)(C)C(C)(C)O2)=[CH:37][CH:36]=[N:35]1>CCO.CC#N>[OH:27][C@H:24]1[CH2:25][CH2:26][N:22]([C:3]2[C:2]([C:36]3[NH:35][N:34]=[CH:38][CH:37]=3)=[CH:21][C:6]([C:7]([NH:9][C:10]3[CH:15]=[CH:14][C:13]([O:16][C:17]([F:20])([F:19])[F:18])=[CH:12][CH:11]=3)=[O:8])=[CH:5][N:4]=2)[CH2:23]1 |f:2.3|. Reported procedure: The title compound was prepared in analogous fashion to that described in Example 8 using (S)-5-bromo-6-(3-hydroxypyrrolidin-1-yl)-N-(4-(trifluoromethoxy)phenyl)nicotinamide (Stage 34.1) and 1-(tetrahydro-2H-pyran-2-yl)-5-(4,4,5,5-tetramethyl-1,3,2-dioxaborolan-2-yl)-1H-pyrazole to afford an off-white powder. HPLC (Condition 4) tR=4.42 min, HPLC Chiral (CHIRALPAK® AD-H, 250×4.6 mm, eluent:EtOH/MeCN (98:2), 0.5 mL/min, UV 210 nm) tR=28.27 min, UPLC-MS (Condition 3) tR=0.91 min, m/z=434.2 [M+H]+; ... The reactants are ClC=1C(=CC(NC1)=O)O (5-chloro-4-hydroxy-2-pyridone), CC=1C=C(C(=O)Cl)C=CC1 (3-methylbenzoyl chloride). Product: ClC=1C(=CC(=NC1)OC(C1=CC(=CC=C1)C)=O)OC(C1=CC(=CC=C1)C)=O (5-chloro-2,4-di(3-methylbenzoyloxy)pyridine). Yield: 44.3%. As a reaction SMILES: [Cl:1][C:2]1[C:3]([OH:9])=[CH:4][C:5](=[O:8])[NH:6][CH:7]=1.[CH3:10][C:11]1[CH:12]=[C:13]([CH:17]=[CH:18][CH:19]=1)[C:14](Cl)=[O:15]>>[Cl:1][C:2]1[C:3]([O:9][C:14](=[O:15])[C:13]2[CH:17]=[CH:18][CH:19]=[C:11]([CH3:10])[CH:12]=2)=[CH:4][C:5]([O:8][C:14](=[O:15])[C:13]2[CH:17]=[CH:18][CH:19]=[C:11]([CH3:10])[CH:12]=2)=[N:6][CH:7]=1. Procedure details: The general procedure of Example 5 was followed using 2.00 g of 5-chloro-4-hydroxy-2-pyridone and 3.00 g of 3-methylbenzoyl chloride, thereby producing 1.64 g of the title compound in a yield of 32%.